This data is from the Open Reaction Database (ORD), a public repository of structured organic reaction records. The task is: describe an organic reaction: reactants, conditions, products, and yield The reactants are ClC1=CC=C(CCl)C=C1 (p-chlorobenzylchloride), NC1=NNC(=N1)S (3-amino-5-mercapto-s-triazole), NC1=NNC(=N1)S (3-amino-5-mercapto-s-triazole). Solvent: [OH-].[Na+] (sodium hydroxide), C(C)O (ethanol). Reaction conditions: time 30 minute. Product: NC1=NNC(=N1)SCC1=CC=C(C=C1)Cl (3-AMINO-5-(p-CHLOROBENZYLTHIO)-s-TRIAZOLE). RXN SMILES: [NH2:1][C:2]1[N:6]=[C:5]([SH:7])[NH:4][N:3]=1.[Cl:8][C:9]1[CH:16]=[CH:15][C:12]([CH2:13]Cl)=[CH:11][CH:10]=1>[OH-].[Na+].C(O)C>[NH2:1][C:2]1[N:6]=[C:5]([S:7][CH2:13][C:12]2[CH:15]=[CH:16][C:9]([Cl:8])=[CH:10][CH:11]=2)[NH:4][N:3]=1 |f:2.3|. Reported procedure: A mixture of 3-amino-5-mercapto-s-triazole (Compound 5) [4.64g; 40 mmoles] in 40 ml. of IN sodium hydroxide was stirred at room temperature while solution of p-chlorobenzylchloride [7.55g; 48 mmoles] in 80 ml of absolute ethanol was added. The mixture was then warmed to 70°-75° and stirred for 30 minutes. The amber colored solution was then evaporated to 40 ml at reduced pressure, diluted with 50 ml of water and chilled overnight. The crude product was separated by filtration, air dried, and rec... Starting materials: C(=O)(O)[O-].[Na+] (NaHCO3), BrBr (bromine), CO (methanol), C(=O)(O)[O-].[Na+] (NaHCO3), C(=O)(O)[O-].[Na+] (NaHCO3), BrBr (Bromine), S1C(=NC=C1)C(C)(C)O (2-(1,3-thiazol-2-yl)propan-2-ol). Run in [O-]S(=O)(=S)[O-].[Na+].[Na+] (Na2S2O3), C(Cl)(Cl)Cl (CHCl3). Conditions: time 2 hour. Yields the product BrC1=CN=C(S1)C(C)(C)O (2-(5-bromo-1,3-thiazol-2-yl)propan-2-ol). Isolated yield 67.5%. As a reaction SMILES: [S:1]1[CH:5]=[CH:4][N:3]=[C:2]1[C:6]([OH:9])([CH3:8])[CH3:7].C([O-])(O)=O.[Na+].[Br:15]Br.CO>C(Cl)(Cl)Cl.[O-]S([O-])(=S)=O.[Na+].[Na+]>[Br:15][C:5]1[S:1][C:2]([C:6]([OH:9])([CH3:8])[CH3:7])=[N:3][CH:4]=1 |f:1.2,6.7.8|. Reported procedure: The product of Step 1 (8.97 g, 62.6 mmol) was dissolved in CHCl3 (125 mL), and NaHCO3 (5.79 g, 68.9 mmol) was added. Bromine (15.01 g, 94 mmol) was then added dropwise. After stirring for 2 h at room temperature, LC/MS showed a mixture of starting material and product (50% conversion). Additional NaHCO3 (2.89 g, 34.5 mmol), bromine (7.51 g, 47.0 mmol), and methanol (15 mL) were added, and the reaction was stirred for another 2 h at room temperature. The reaction was diluted with 10% Na2S2O3, neu...